This data is from the Open Reaction Database (ORD), a public repository of structured organic reaction records. The task is: describe an organic reaction: reactants, conditions, products, and yield The reactants are OC1=NC=C(C=C1Br)[N+](=O)[O-] (2-hydroxy-3-bromo-5-nitropyridine), F[B-](F)(F)F.C[O+](C)C (trimethyloxonium tetrafluoroborate). Run in C(Cl)Cl (methylene chloride). Product: COC1=NC=C(C=C1Br)[N+](=O)[O-] (2-Methoxy-3-bromo-5-nitropyridine). RXN SMILES: [OH:1][C:2]1[C:7]([Br:8])=[CH:6][C:5]([N+:9]([O-:11])=[O:10])=[CH:4][N:3]=1.F[B-](F)(F)F.[CH3:17][O+](C)C>C(Cl)Cl>[CH3:17][O:1][C:2]1[C:7]([Br:8])=[CH:6][C:5]([N+:9]([O-:11])=[O:10])=[CH:4][N:3]=1 |f:1.2|. Procedure details: The title compound was synthesized from 2-hydroxy-3-bromo-5-nitropyridine by the method of H. J. W. van den Haak et al, Recl.Trav. Chim. Pays-Bas 99(3), p83-87 (1980) using trimethyloxonium tetrafluoroborate in methylene chloride. The reactants are C1=CCCCC1, CCO, CCCCOc1cc([N+](=O)[O-])c(C#N)cc1OC. The product is CCCCOc1cc(N)c(C#N)cc1OC. RXN SMILES: [CH2:19]1[CH2:20][CH:21]=[CH:22][CH2:23][CH2:24]1.[CH3:25][CH2:26][OH:27].[N+:1]([O-:2])(=[O:3])[c:4]1[c:5]([C:6]#[N:7])[cH:8][c:9]([O:17][CH3:18])[c:10]([O:12][CH2:13][CH2:14][CH2:15][CH3:16])[cH:11]1>>[NH2:1][c:4]1[c:5]([C:6]#[N:7])[cH:8][c:9]([O:17][CH3:18])[c:10]([O:12][CH2:13][CH2:14][CH2:15][CH3:16])[cH:11]1. Reactants: CCOC(=O)C1CCCN1CC, CO, N. Product: CCN1CCCC1C(N)=O. As a reaction SMILES: [CH2:1]([CH3:2])[N:3]1[CH:4]([C:8]([O:10][CH2:9][CH3:11])=[O:12])[CH2:5][CH2:6][CH2:7]1.[CH3:14][OH:15].[NH3:13]>>[CH2:1]([CH3:2])[N:3]1[CH:4]([C:8](=[O:10])[NH2:13])[CH2:5][CH2:6][CH2:7]1. Reactants: O=C1N(CC2=CC=CC=C12)CC1=C(C=CC(=C1)C=1OC=CN1)C=1C(=CC=CC1)S(=O)(=O)N(COCCOC)C1=C(C(=NO1)C)C (2'-[(1,3-Dihydro-1-oxo-2H-isoindol-2-yl)methyl]-N-(3,4-dimethyl-5-isoxazolyl)-N-[(2-methoxyethoxy)methyl]-4'-(2-oxazolyl)[1,1'-biphenyl]-2-sulfonamid), [Si](C)(C)(C)Cl (Me3SiCl), O (H2O), [Si](C)(C)(C)Cl (Me3SiCl), [Na+].[I-] (NaI), [Na+].[I-] (NaI). Run in CC#N (CH3CN), CCOC(=O)C (EtOAc). Conditions: time 20 minute. Product: O=C1N(CC2=CC=CC=C12)CC1=C(C=CC(=C1)C=1OC=CN1)C=1C(=CC=CC1)S(=O)(=O)NC1=C(C(=NO1)C)C (2'-[(1,3-Dihydro-1-oxo-2H-isoindol-2-yl)methyl]-N-(3,4-dimethyl-5-isoxazolyl)-4'-(2-oxazolyl)[1,1'-biphenyl]-2-sulfonamide). RXN SMILES: [O:1]=[C:2]1[C:10]2[C:5](=[CH:6][CH:7]=[CH:8][CH:9]=2)[CH2:4][N:3]1[CH2:11][C:12]1[CH:17]=[C:16]([C:18]2[O:19][CH:20]=[CH:21][N:22]=2)[CH:15]=[CH:14][C:13]=1[C:23]1[C:24]([S:29]([N:32]([C:39]2[O:43][N:42]=[C:41]([CH3:44])[C:40]=2[CH3:45])COCCOC)(=[O:31])=[O:30])=[CH:25][CH:26]=[CH:27][CH:28]=1.[Si](Cl)(C)(C)C.[Na+].[I-].O>CC#N.CCOC(C)=O>[O:1]=[C:2]1[C:10]2[C:5](=[CH:6][CH:7]=[CH:8][CH:9]=2)[CH2:4][N:3]1[CH2:11][C:12]1[CH:17]=[C:16]([C:18]2[O:19][CH:20]=[CH:21][N:22]=2)[CH:15]=[CH:14][C:13]=1[C:23]1[C:24]([S:29]([NH:32][C:39]2[O:43][N:42]=[C:41]([CH3:44])[C:40]=2[CH3:45])(=[O:31])=[O:30])=[CH:25][CH:26]=[CH:27][CH:28]=1 |f:2.3|. Reported procedure: To a solution of the title compound of Step (A) in 4 ml of CH3CN, Me3SiCl (174 mg, 1.6 mmol) was added and followed by NaI (240 mg, 1.6 mmol). The mixture was stirred at room temperature for 20 min. Additional Me3SiCl (74 mg, 1.6 mmol) and NaI (240 mg, 1.6 mmol) were added in four portions and the reaction was stirred for additional 1 hr and 10 min. The reaction mixture was then added to 3 ml H2O and 30 ml EtOAc. The organic layer was separated and washed with 1 ml saturated aqueous Na2S2O3, bri... Starting materials: C(C)(=O)OC(C1([C@H]2SC=C(N2C1=O)C(=O)OCC1=CC=C(C=C1)[N+](=O)[O-])Br)C1=NN2C(N=C(C=3CCCCC23)C)=N1 (4-nitrobenzyl (5R)-6-[(acetyloxy)(5-methyl-6,7,8,9-tetrahydro[1,2,4]triazolo[1,5-a]quinazolin-2-yl)methyl]-6-bromo-7-oxo-4-thia-1-azabicyclo[3.2.0]hept-2-ene-2-carboxylate), C(C)#N (acetonitrile). Reagents/catalysts: [Pd] (Pd/C). Solvent: C1CCOC1 (THF). Run at temperature 3 celsius. The product is CC1=NC=2N(C=3CCCCC13)N=C(N2)\C=C\2/[C@H]1SC=C(N1C2=O)C(=O)O ((5R,6Z)-6-[(5-methyl-6,7,8,9-tetrahydro[1,2,4]triazolo[1,5-a]quinazolin-2-Yl)methylene]-7-oxo-4-thia-1-azabicyclo[3.2.0]hept-2-ene-2-carboxylic acid). As a reaction SMILES: C(O[CH:5]([C:28]1[N:41]=[C:31]2[N:32]=[C:33]([CH3:40])[C:34]3[CH2:35][CH2:36][CH2:37][CH2:38][C:39]=3[N:30]2[N:29]=1)[C:6]1(Br)[C:12](=[O:13])[N:11]2[C@@H:7]1[S:8][CH:9]=[C:10]2[C:14]([O:16]CC1C=CC([N+]([O-])=O)=CC=1)=[O:15])(=O)C.C(#N)C>C1COCC1.[Pd]>[CH3:40][C:33]1[C:34]2[CH2:35][CH2:36][CH2:37][CH2:38][C:39]=2[N:30]2[N:29]=[C:28](/[CH:5]=[C:6]3\[C@@H:7]4[N:11]([C:12]\3=[O:13])[C:10]([C:14]([OH:16])=[O:15])=[CH:9][S:8]4)[N:41]=[C:31]2[N:32]=1. Procedure details: 4-nitrobenzyl (5R)-6-[(acetyloxy)(5-methyl-6,7,8,9-tetrahydro[1,2,4]triazolo[1,5-a]quinazolin-2-yl)methyl]-6-bromo-7-oxo-4-thia-1-azabicyclo[3.2.0]hept-2-ene-2-carboxylate (600 mg, 0.93 mmol) was dissolved in THF (20 mL) and acetonitrile (20 mL) and phophate buffer (6.5 pH) (20 ml) and hydrogenated over Pd/C (10%) (200 mg) under 40 psi pressure. At the end, reaction mixture was filtered, cooled to 3° C., and 0.1 N NaOH was added to adjust the pH to 8.5. The filtrate was washed with ethyl acetate...